This data is from the Open Reaction Database (ORD), a public repository of structured organic reaction records. The task is: describe an organic reaction: reactants, conditions, products, and yield Starting materials: C(C1=CC=CC=C1)OC1=C(C=CC=C1)C1(CCC1)C(=O)N (1-(2-(benzyloxy)phenyl)cyclobutanecarboxamide), C(C)#N (acetonitrile), C(C1=CC=CC=C1)OC1=C(C=CC=C1)C1(CCC1)C(=O)N (1-(2-(benzyloxy)phenyl)cyclobutanecarboxamide), FC(C(=O)OI(OC(C(F)(F)F)=O)C1=CC=CC=C1)(F)F ([bis(trifluoroacetoxy)iodo]benzene). The solvent is O (water), O (water). Reaction conditions: time 16 hour. Yields the product C(C1=CC=CC=C1)OC1=C(C=CC=C1)C1(CCC1)N (1-(2-(Benzyloxy)phenyl)cyclobutanamine). Reaction SMILES: [CH2:1]([O:8][C:9]1[CH:14]=[CH:13][CH:12]=[CH:11][C:10]=1[C:15]1(C(N)=O)[CH2:18][CH2:17][CH2:16]1)[C:2]1[CH:7]=[CH:6][CH:5]=[CH:4][CH:3]=1.FC(F)(F)C(OI(C1C=CC=CC=1)OC(=O)C(F)(F)F)=O.C(#[N:45])C>O>[CH2:1]([O:8][C:9]1[CH:14]=[CH:13][CH:12]=[CH:11][C:10]=1[C:15]1([NH2:45])[CH2:18][CH2:17][CH2:16]1)[C:2]1[CH:7]=[CH:6][CH:5]=[CH:4][CH:3]=1. Procedure: A solution of 1-(2-(benzyloxy)phenyl)cyclobutanecarboxamide (Example 268b 1.984 g) dissolved in acetonitrile (16 mL) and water (16 mL) under nitrogen was treated with [bis(trifluoroacetoxy)iodo]benzene (4.55 g). The resulting solution was stirred at room temperature for 16 h. The reaction mixture was diluted with water, extracted with diethyl ether. The aqueous layer was separated, basified to pH13 with aqueous 1N NaOH and extracted with ethyl acetate. The combined diethyl ether/ethyl acetate or... Starting materials: CCOC(C)=O, Cl, COC(=O)c1c(-c2cc(OC)c(OC)c(OC)c2)c2ccccc2c(=O)n1NCCO. Product: COC(=O)c1c(-c2cc(OC)c(OC)c(OC)c2)c2ccccc2c(=O)n1NCCOC(C)=O. Reaction SMILES: [CH3:33][CH2:34][O:35][C:36](=[O:37])[CH3:38].[ClH:32].[OH:1][CH2:2][CH2:3][NH:4][n:5]1[c:6](=[O:31])[c:7]2[cH:8][cH:9][cH:10][cH:11][c:12]2[c:13](-[c:19]2[cH:20][c:21]([O:29][CH3:30])[c:22]([O:27][CH3:28])[c:23]([O:25][CH3:26])[cH:24]2)[c:14]1[C:15](=[O:16])[O:17][CH3:18]>>[O:1]([CH2:2][CH2:3][NH:4][n:5]1[c:6](=[O:31])[c:7]2[cH:8][cH:9][cH:10][cH:11][c:12]2[c:13](-[c:19]2[cH:20][c:21]([O:29][CH3:30])[c:22]([O:27][CH3:28])[c:23]([O:25][CH3:26])[cH:24]2)[c:14]1[C:15](=[O:16])[O:17][CH3:18])[C:34]([CH3:33])=[O:35]. Reactants: ClC1=C(C(=CC2=CC=CC=C12)C)[C@@H](COC(C1=CC=CC=C1)(C1=CC=CC=C1)C1=CC=CC=C1)OC(C(=O)OCC)(C)C ((S)-ethyl 2-(1-(1-chloro-3-methylnaphthalen-2-yl)-2-(trityloxy)ethoxy)-2-methylpropanoate), CC(C)C[AlH]CC(C)C (DIBAL-H), [OH-].[K+] (KOH), [C@@H]([C@H](C(=O)[O-])O)(C(=O)[O-])O.[Na+].[K+] (Rochelle's salt). Run in C(C)OCC (diethyl ether), O (H2O). Run at time 5 minute. Yields the product ClC1=C(C(=CC2=CC=CC=C12)C)[C@@H](COC(C1=CC=CC=C1)(C1=CC=CC=C1)C1=CC=CC=C1)OC(CO)(C)C ((S)-2-(1-(1-chloro-3-methylnaphthalen-2-yl)-2-(trityloxy)ethoxy)-2-methylpropan-1-ol). Reaction SMILES: [Cl:1][C:2]1[C:11]2[C:6](=[CH:7][CH:8]=[CH:9][CH:10]=2)[CH:5]=[C:4]([CH3:12])[C:3]=1[C@H:13]([O:35][C:36]([CH3:43])([CH3:42])[C:37](OCC)=[O:38])[CH2:14][O:15][C:16]([C:29]1[CH:34]=[CH:33][CH:32]=[CH:31][CH:30]=1)([C:23]1[CH:28]=[CH:27][CH:26]=[CH:25][CH:24]=1)[C:17]1[CH:22]=[CH:21][CH:20]=[CH:19][CH:18]=1.CC(C[AlH]CC(C)C)C.[C@H](O)(C([O-])=O)[C@@H](O)C([O-])=O.[Na+].[K+].[OH-].[K+]>C(OCC)C.O>[Cl:1][C:2]1[C:11]2[C:6](=[CH:7][CH:8]=[CH:9][CH:10]=2)[CH:5]=[C:4]([CH3:12])[C:3]=1[C@H:13]([O:35][C:36]([CH3:43])([CH3:42])[CH2:37][OH:38])[CH2:14][O:15][C:16]([C:17]1[CH:18]=[CH:19][CH:20]=[CH:21][CH:22]=1)([C:23]1[CH:24]=[CH:25][CH:26]=[CH:27][CH:28]=1)[C:29]1[CH:34]=[CH:33][CH:32]=[CH:31][CH:30]=1 |f:2.3.4,5.6|. Procedure details: A solution of (S)-ethyl 2-(1-(1-chloro-3-methylnaphthalen-2-yl)-2-(trityloxy)ethoxy)-2-methylpropanoate (1.58 g, 2.66 mmol) in diethyl ether (62 mL) was treated with DIBAL-H (1.0 M in hexanes, 13.3 mL, 13.3 mmol) at 23° C. After 5 min, aq. Rochelle's salt (excess) was added dropwise over 5 min until bubbling ceased. The quenched reaction was agitated manually for 1 min to ensure full quenching. The system transitioned from a slurry to a gel. 50% w/v aw KOH (10 mL) was added, followed by H2O (40 ... Reactants: CCN1CCc2ccc(N)c(OC)c2CC1, CC(C)O, CS(=O)(=O)NC1CCCCC1Nc1nc(Cl)ncc1Cl, Cl, C1COCCO1. Yields the product CCN1CCc2ccc(Nc3ncc(Cl)c(NC4CCCCC4NS(C)(=O)=O)n3)c(OC)c2CC1. Reaction SMILES: [CH2:1]([CH3:2])[N:3]1[CH2:4][CH2:5][c:6]2[c:7]([c:10]([O:15][CH3:16])[c:11]([NH2:14])[cH:12][cH:13]2)[CH2:8][CH2:9]1.[CH:44]([OH:45])([CH3:46])[CH3:47].[Cl:17][c:18]1[n:19][cH:20][c:21]([Cl:36])[c:22]([NH:24][CH:25]2[CH:26]([NH:31][S:32](=[O:33])(=[O:34])[CH3:35])[CH2:27][CH2:28][CH2:29][CH2:30]2)[n:23]1.[ClH:37].[O:38]1[CH2:39][CH2:40][O:41][CH2:42][CH2:43]1>>[CH2:1]([CH3:2])[N:3]1[CH2:4][CH2:5][c:6]2[c:7]([c:10]([O:15][CH3:16])[c:11]([NH:14][c:18]3[n:19][cH:20][c:21]([Cl:36])[c:22]([NH:24][CH:25]4[CH:26]([NH:31][S:32](=[O:33])(=[O:34])[CH3:35])[CH2:27][CH2:28][CH2:29][CH2:30]4)[n:23]3)[cH:12][cH:13]2)[CH2:8][CH2:9]1. The reactants are Cl.CN(S(=O)(=O)C=1C=C(C(=O)Cl)C=CC1N1CCN(CC1)C)C (3-dimethylsulfamoyl-4-(4-methylpiperazine-1-yl)-benzoylchloride-hydrochloride), C(C(C)C)N (isobutylamine). The solvent is O1CCCC1 (tetrahydrofurane). The product is C(C(C)C)NC(C1=CC(=C(C=C1)N1CCN(CC1)C)S(N(C)C)(=O)=O)=O (3-Dimethylsulfamoyl-4-(4-methylpiperazine-1-yl)-benzoic acid-isobutylamide). Reaction SMILES: Cl.[CH3:2][N:3]([CH3:23])[S:4]([C:7]1[CH:8]=[C:9]([CH:13]=[CH:14][C:15]=1[N:16]1[CH2:21][CH2:20][N:19]([CH3:22])[CH2:18][CH2:17]1)[C:10](Cl)=[O:11])(=[O:6])=[O:5].[CH2:24]([NH2:28])[CH:25]([CH3:27])[CH3:26]>O1CCCC1>[CH2:24]([NH:28][C:10](=[O:11])[C:9]1[CH:13]=[CH:14][C:15]([N:16]2[CH2:21][CH2:20][N:19]([CH3:22])[CH2:18][CH2:17]2)=[C:7]([S:4](=[O:6])(=[O:5])[N:3]([CH3:23])[CH3:2])[CH:8]=1)[CH:25]([CH3:27])[CH3:26] |f:0.1|. Reported procedure: 40 Grams of 3-dimethylsulfamoyl-4-(4-methylpiperazine-1-yl)-benzoylchloride-hydrochloride (0.1 mole) were introduced portionwise, while stirring, into a solution of 30 g of isobutylamine in 0.4 l of tetrahydrofurane. The mixture, whose temperature rose to about 50° C., was subsequently heated for another 10 minutes under reflux and was then concentrated to half its volume. The reactants are C(C)(C)NC=1C(=NC=CC1)N1CCN(CC1)C(=O)C1=CC=C(C(=O)O)C=C1 (4-[1-[3-(isopropylamino)-2-pyridyl]piperazin-4-yl-carbonyl]benzoic acid), N[C@H](CO)C1=CC=CC=C1 ((S)-(+)-2-amino-2-phenylethanol). Product: OC[C@H](C1=CC=CC=C1)NC(=O)C1=CC=C(C=C1)C(=O)N1CCN(CC1)C1=NC=CC=C1NC(C)C (1-[N-[(1S)-2-Hydroxy-1-phenylethyl]carbamoyl]-4-[1-[3-(isopropylamino)-2-pyridyl]piperazin-4-yl-carbonyl]benzene). Yield: 77.0%. RXN SMILES: [CH:1]([NH:4][C:5]1[C:6]([N:11]2[CH2:16][CH2:15][N:14]([C:17]([C:19]3[CH:27]=[CH:26][C:22]([C:23]([OH:25])=O)=[CH:21][CH:20]=3)=[O:18])[CH2:13][CH2:12]2)=[N:7][CH:8]=[CH:9][CH:10]=1)([CH3:3])[CH3:2].[NH2:28][C@@H:29]([C:32]1[CH:37]=[CH:36][CH:35]=[CH:34][CH:33]=1)[CH2:30][OH:31]>>[OH:31][CH2:30][C@@H:29]([NH:28][C:23]([C:22]1[CH:21]=[CH:20][C:19]([C:17]([N:14]2[CH2:13][CH2:12][N:11]([C:6]3[C:5]([NH:4][CH:1]([CH3:3])[CH3:2])=[CH:10][CH:9]=[CH:8][N:7]=3)[CH2:16][CH2:15]2)=[O:18])=[CH:27][CH:26]=1)=[O:25])[C:32]1[CH:37]=[CH:36][CH:35]=[CH:34][CH:33]=1. Procedure details: By the same procedure as described in the example 30, synthesis was carried out starting with 4-[1-[3-(isopropylamino)-2-pyridyl]piperazin-4-yl-carbonyl]benzoic acid and using (S)-(+)-2-amino-2-phenylethanol. Then, the product was recrystallized using ethanol and petroleum ether to give the desired compound.